From a dataset of the Open Reaction Database (ORD), a public repository of structured organic reaction records. describe an organic reaction: reactants, conditions, products, and yield Product: CN1N=NN=C1SCCCN(C(CC)=O)CC (1-methyl-5-[3-(N-ethyl-N-propionylamino)propylthio]-1,2,3,4-tetrazole). Procedure: 1-Methyl-5-mercapto-1,2,3,4-tetrazole (2.4 g) and N-ethyl-N-propionyl-3-chloropropylamine (3.6 g) are dissolved in acetone (50 ml). To the mixture are added potassium carbonate (2.8 g) and potassium iodide (0.1 g), and the mixture is refluxed for 4 hours. After acetone is distilled off, the residue is added to water and extracted with chloroform. The chloroform solution is washed with saturated aqueous sodium chloride and dried over sodium sulfate. After chloroform is distilled off, the residue ... Reaction SMILES: [CH3:1][N:2]1[C:6]([SH:7])=[N:5][N:4]=[N:3]1.[CH2:8]([N:10]([CH2:15][CH2:16][CH2:17]Cl)[C:11](=[O:14])[CH2:12][CH3:13])[CH3:9].C(=O)([O-])[O-].[K+].[K+].[I-].[K+]>CC(C)=O>[CH3:1][N:2]1[C:6]([S:7][CH2:17][CH2:16][CH2:15][N:10]([CH2:8][CH3:9])[C:11](=[O:14])[CH2:12][CH3:13])=[N:5][N:4]=[N:3]1 |f:2.3.4,5.6|. Yield: 23.0%. Solvent: CC(=O)C (acetone). Starting materials: CN1N=NN=C1S (1-Methyl-5-mercapto-1,2,3,4-tetrazole), C(C)N(C(CC)=O)CCCCl (N-ethyl-N-propionyl-3-chloropropylamine), C([O-])([O-])=O.[K+].[K+] (potassium carbonate), [I-].[K+] (potassium iodide). Reactants: [Na] (sodium), ON1C(C2C(C1=O)CCCC2)=O (N-hydroxyhexahydrophthalimide), C(C)Cl (ethyl chloride), C(C)Cl (ethyl chloride). Run at temperature 100 celsius, time 5 hour. Yields the product C(C)ON1C(C2C(C1=O)CCCC2)=O (N-ethoxyhexa-hydrophthalimide). Isolated yield 79.4%. As a reaction SMILES: [Na].[OH:2][N:3]1[C:7](=[O:8])[CH:6]2[CH2:9][CH2:10][CH2:11][CH2:12][CH:5]2[C:4]1=[O:13].[CH2:14](Cl)[CH3:15]>>[CH2:14]([O:2][N:3]1[C:4](=[O:13])[CH:5]2[CH2:12][CH2:11][CH2:10][CH2:9][CH:6]2[C:7]1=[O:8])[CH3:15] |^1:0|. Procedure: In an autoclave 60 g of a 20 wt % solution of the sodium salt of N-hydroxyhexahydrophthalimide (0.063 mol) and 5.0 g (0.078 mol) of ethyl chloride were mixed together. The mixture was heated to 100° C. After reaching this temperature the mixture was stirred for a further 5 hours while the temperature was maintained at 100° C. After 5 hours' reaction the excess ethyl chloride was blown out and the reaction mixture was discharged. The reaction product was extracted from the mixture with toluene. G...